From a dataset of the Open Reaction Database (ORD), a public repository of structured organic reaction records. describe an organic reaction: reactants, conditions, products, and yield Starting materials: C(C)(C)(C)OC(=O)NCCOC1=NOC(=C1C(N)=O)C1=CC=CC=C1 (3-(2-(N-tert-Butoxycarbonylamino)ethoxy)-4-carbamoyl-5-phenylisoxazole), P(=O)(Cl)(Cl)Cl (phosphorus oxychloride). Run in CN(C=O)C (dimethylformamide). Run at time 30 minute. The product is C(C)(C)(C)OC(=O)NCCOC1=NOC(=C1C#N)C1=CC=CC=C1 (3-(2-(N-tert-Butoxycarbonylamino)ethoxy)-4-cyano-5-phenylisoxazole). Isolated yield 77.7%. Reaction SMILES: [C:1]([O:5][C:6]([NH:8][CH2:9][CH2:10][O:11][C:12]1[C:16]([C:17](=O)[NH2:18])=[C:15]([C:20]2[CH:25]=[CH:24][CH:23]=[CH:22][CH:21]=2)[O:14][N:13]=1)=[O:7])([CH3:4])([CH3:3])[CH3:2].P(Cl)(Cl)(Cl)=O>CN(C)C=O>[C:1]([O:5][C:6]([NH:8][CH2:9][CH2:10][O:11][C:12]1[C:16]([C:17]#[N:18])=[C:15]([C:20]2[CH:25]=[CH:24][CH:23]=[CH:22][CH:21]=2)[O:14][N:13]=1)=[O:7])([CH3:4])([CH3:2])[CH3:3]. Procedure: 3-(2-(N-tert-Butoxycarbonylamino)ethoxy)-4-carbamoyl-5-phenylisoxazole (0.38 g) was dissolved in dimethylformamide (4 ml), and phosphorus oxychloride (0.11 ml) was added dropwise thereto at 5° C. under a nitrogen atmosphere, followed by stirring of the mixture at room temperature for 30 minutes. The reaction mixture was poured into ice-cold water and extracted with ethyl acetate. The organic layer was washed with a saturated aqueous NaCl solution and dried over anhydrous magnesium sulfate. After... Starting materials: C(C1=CC=CC=C1)OC(=O)C1=CC=C(C=C1)N1CCC(CC1)(C(=O)OCC)C (ethyl 1-(4-((benzyloxy)carbonyl)phenyl)-4-methylpiperidine-4-carboxylate). Reagents/catalysts: [Pd] (Pd/C). Run in C(C)O (ethanol). Product: C(C)OC(=O)C1(CCN(CC1)C1=CC=C(C(=O)O)C=C1)C (4-(4-(ethoxycarbonyl)-4-methylpiperidin-1-yl)benzoic acid). As a reaction SMILES: C([O:8][C:9]([C:11]1[CH:16]=[CH:15][C:14]([N:17]2[CH2:22][CH2:21][C:20]([CH3:28])([C:23]([O:25][CH2:26][CH3:27])=[O:24])[CH2:19][CH2:18]2)=[CH:13][CH:12]=1)=[O:10])C1C=CC=CC=1>C(O)C.[Pd]>[CH2:26]([O:25][C:23]([C:20]1([CH3:28])[CH2:19][CH2:18][N:17]([C:14]2[CH:13]=[CH:12][C:11]([C:9]([OH:10])=[O:8])=[CH:16][CH:15]=2)[CH2:22][CH2:21]1)=[O:24])[CH3:27]. Procedure: A mixture of Example 532E (0.54 g, 1.4 mmol) in ethanol (6 mL) at room temperature was hydrogenated at 60 psi over 10% Pd/C (58 mg) for 1.5 hours, filtered, and concentrated to provide the desired product. MS (DCI) m/e 292 (M+H)+. The reactants are CCOC(=O)CCNCC(=O)OC, CC(=O)O, N#CC(C=O)c1cccnc1. Yields the product CCOC(=O)CCN(C=C(C#N)c1cccnc1)CC(=O)OC. Reaction SMILES: [CH3:1][O:2][C:3](=[O:4])[CH2:5][NH:6][CH2:7][CH2:8][C:9](=[O:10])[O:11][CH2:12][CH3:13].[CH3:25][C:26](=[O:27])[OH:28].[O:14]=[CH:15][CH:16]([C:17]#[N:18])[c:19]1[cH:20][n:21][cH:22][cH:23][cH:24]1>>[CH3:1][O:2][C:3](=[O:4])[CH2:5][N:6]([CH2:7][CH2:8][C:9](=[O:10])[O:11][CH2:12][CH3:13])[CH:15]=[C:16]([C:17]#[N:18])[c:19]1[cH:20][n:21][cH:22][cH:23][cH:24]1. Starting materials: FC1=CC=C(C(=O)NCC(=O)C=2OC=CC2)C=C1 (N-(4-fluorobenzoyl)-(2-furylcarbonyl)methylamine), [H-].[Na+] (sodium hydride), BrCC(=O)OCC (ethyl bromoacetate). RXN SMILES: [F:1][C:2]1[CH:18]=[CH:17][C:5]([C:6]([NH:8][CH2:9][C:10]([C:12]2[O:13][CH:14]=[CH:15][CH:16]=2)=[O:11])=[O:7])=[CH:4][CH:3]=1.[H-].[Na+].Br[CH2:22][C:23]([O:25][CH2:26][CH3:27])=[O:24]>>[F:1][C:2]1[CH:18]=[CH:17][C:5]([C:6]([NH:8][CH:9]([C:10]([C:12]2[O:13][CH:14]=[CH:15][CH:16]=2)=[O:11])[CH2:22][C:23]([O:25][CH2:26][CH3:27])=[O:24])=[O:7])=[CH:4][CH:3]=1 |f:1.2|. Reported procedure: 24.0 g of N-(4-fluorobenzoyl)-(2-furylcarbonyl)methylamine, 4.7 g of 61% sodium hydride and 18.4 g of ethyl bromoacetate are treated in the same manner as described in Preparation 1-(2). 21.0 g of ethyl 3-(4-fluorobenzoylamino)-3-(2-furylcarbonyl)propionate are thereby obtained. Yield: 64.8% The product is FC1=CC=C(C(=O)NC(CC(=O)OCC)C(=O)C=2OC=CC2)C=C1 (ethyl 3-(4-fluorobenzoylamino)-3-(2-furylcarbonyl)propionate). The yield is 64.9%. Reactants: CCO, COc1ccc(C(=O)Cc2c(Cl)cncc2Cl)c(OC)c1OC, ClCCl, O. Yields the product COc1ccc(C(=O)Cc2c(Cl)cncc2Cl)c(O)c1OC. RXN SMILES: [CH3:25][CH2:26][OH:27].[Cl:1][c:2]1[cH:3][n:4][cH:5][c:6]([Cl:23])[c:7]1[CH2:8][C:9](=[O:10])[c:11]1[c:12]([O:21][CH3:22])[c:13]([O:19][CH3:20])[c:14]([O:17][CH3:18])[cH:15][cH:16]1.[Cl:28][CH2:29][Cl:30].[OH2:24]>>[Cl:1][c:2]1[cH:3][n:4][cH:5][c:6]([Cl:23])[c:7]1[CH2:8][C:9](=[O:10])[c:11]1[c:12]([OH:21])[c:13]([O:19][CH3:20])[c:14]([O:17][CH3:18])[cH:15][cH:16]1. Starting materials: C(C)(C)(C)OC(NCC1=CC=C(C=C1)OC1=CC(=CC(=C1)C(=O)N1CCCC2CCCCC12)O)=O ({4-[3-hydroxy-5-(octahydroquinoline-1-carbonyl)phenoxy]benzyl}carbamic acid tert-butyl ester), FC1=CC=C(C#N)C=C1 (4-fluorobenzonitrile). Product: C(C)(C)(C)OC(NCC1=CC=C(C=C1)OC1=CC(=CC(=C1)C(=O)N1CCCC2CCCCC12)OC1=CC=C(C=C1)C#N)=O ({4-[3-(4-Cyanophenoxy)-5-(octahydroquinoline-1-carbonyl)phenoxy]benzyl}-carbamic Acid Tert-butyl Ester). Yield: 98.6%. Reaction SMILES: [C:1]([O:5][C:6](=[O:35])[NH:7][CH2:8][C:9]1[CH:14]=[CH:13][C:12]([O:15][C:16]2[CH:21]=[C:20]([C:22]([N:24]3[CH:33]4[CH:28]([CH2:29][CH2:30][CH2:31][CH2:32]4)[CH2:27][CH2:26][CH2:25]3)=[O:23])[CH:19]=[C:18]([OH:34])[CH:17]=2)=[CH:11][CH:10]=1)([CH3:4])([CH3:3])[CH3:2].F[C:37]1[CH:44]=[CH:43][C:40]([C:41]#[N:42])=[CH:39][CH:38]=1>>[C:1]([O:5][C:6](=[O:35])[NH:7][CH2:8][C:9]1[CH:10]=[CH:11][C:12]([O:15][C:16]2[CH:21]=[C:20]([C:22]([N:24]3[CH:33]4[CH:28]([CH2:29][CH2:30][CH2:31][CH2:32]4)[CH2:27][CH2:26][CH2:25]3)=[O:23])[CH:19]=[C:18]([O:34][C:37]3[CH:44]=[CH:43][C:40]([C:41]#[N:42])=[CH:39][CH:38]=3)[CH:17]=2)=[CH:13][CH:14]=1)([CH3:4])([CH3:2])[CH3:3]. Procedure details: Using 1.34 g (2.79 mmol) of {4-[3-hydroxy-5-(octahydroquinoline-1-carbonyl)phenoxy]benzyl}carbamic acid tert-butyl ester and 4-fluorobenzonitrile (0.84 g, 6.97 mmol) and following the procedure of Example 42(b) afforded 1.6 g of the required product. 1H NMR (DMSO-d6): δ 1.30 (8H, m), 1.40 (9H, s), 1.8 (8H, m), 4.1 (2H, d), 6.68 (1H, s), 6.82 (2H, s), 7.08 (2H, d), 7.22 (2H, d), 7.28 (2H, d), 7.4 (1H, t), 7.88 (2H, d).